Dataset: the Open Reaction Database (ORD), a public repository of structured organic reaction records. Task: describe an organic reaction: reactants, conditions, products, and yield Reactants: [Li+].C[Si](C)(C)[N-][Si](C)(C)C (LHMDS), C1CCOC1 (THF), C1=CC=CC2=CC=CC=C12 (naphthalene), CNC (dimethylamine). Reagents/catalysts: CC(C)OC1=C(C(=CC=C1)OC(C)C)C2=CC=CC=C2P(C3CCCCC3)C4CCCCC4.CC(C)(C)OC.C1=CC=C([C-]=C1)CCN.Cl[Pd+] (Ruphos palladacycle). Reaction conditions: temperature 85 celsius. The product is CN(C=1C=C2C=C3C(=CC2=CC1)C(CC3)=O)C (6-(Dimethylamino)-2,3-dihydro-1H-cyclopenta[b]naphthalen-1-one). Isolated yield 25.0%. Reaction SMILES: [Li+].C[Si]([N-][Si](C)(C)C)(C)C.[CH:11]1[C:20]2[C:15](=[CH:16][CH:17]=[CH:18][CH:19]=2)[CH:14]=[CH:13][CH:12]=1.[CH3:21][NH:22][CH3:23].[CH2:24]1C[O:27][CH2:26][CH2:25]1>CC(OC1C=CC=C(OC(C)C)C=1C1C(P(C2CCCCC2)C2CCCCC2)=CC=CC=1)C.CC(OC)(C)C.C1C=[C-]C(CCN)=CC=1.Cl[Pd+]>[CH3:21][N:22]([CH3:23])[C:17]1[CH:16]=[C:15]2[C:20](=[CH:19][CH:18]=1)[CH:11]=[C:12]1[C:26](=[O:27])[CH2:25][CH2:24][C:13]1=[CH:14]2 |f:0.1,5.6.7.8|. Procedure: Follows general procedure E: Ruphos palladacycle (2 mg, 0.0027 mmol), LHMDS (0.18 mL, 0.18 mmol), naphthalene (0.019 g, 0.088 mmol), THF (0.30 mL), and dimethylamine (0.13 mL, 0.26 mmol). The reaction mixture was heated at 85° C. for 1 h, turning the reaction mixture brown over time. The crude product was purified by silica gel flash column chromatography (1.5 cm, 10% ethyl acetate/hexanes) to yield the title compound as a light brown solid (5 mg, 25%). The reactants are ClCCl, CN1CCOCC1, CSSCCC(=O)O, CO, CC(C)COC(=O)Cl, Nc1ccc2ncnc(Nc3cccc(Br)c3)c2c1, C1CCOC1. Yields the product CSSCCC(=O)Nc1ccc2ncnc(Nc3cccc(Br)c3)c2c1. RXN SMILES: [CH2:48]([Cl:49])[Cl:50].[CH3:17][N:18]1[CH2:19][CH2:20][O:21][CH2:22][CH2:23]1.[CH3:1][S:2][S:3][CH2:4][CH2:5][C:6](=[O:7])[OH:8].[CH3:51][OH:52].[Cl:9][C:10]([O:11][CH2:12][CH:13]([CH3:14])[CH3:15])=[O:16].[NH2:24][c:25]1[cH:26][c:27]2[c:28]([NH:35][c:36]3[cH:37][c:38]([Br:42])[cH:39][cH:40][cH:41]3)[n:29][cH:30][n:31][c:32]2[cH:33][cH:34]1.[O:43]1[CH2:44][CH2:45][CH2:46][CH2:47]1>>[CH3:1][S:2][S:3][CH2:4][CH2:5][C:6](=[O:8])[NH:24][c:25]1[cH:26][c:27]2[c:28]([NH:35][c:36]3[cH:37][c:38]([Br:42])[cH:39][cH:40][cH:41]3)[n:29][cH:30][n:31][c:32]2[cH:33][cH:34]1. Starting materials: [OH-].[Na+] (sodium hydroxide), C(C)OC(CCCCCOC=1C2=C(N=CN1)OC(=C2C2=CC=C(C=C2)OC)C2=CC=CC=C2)=O (6-{[5-(4-methoxyphenyl)-6-phenylfuro[2,3-d]pyrimidin-4-yl]oxy}-hexanoic acid ethyl ester), Cl (hydrochloric acid). Run in C1CCOC1 (THF). Run at time 8 hour. Yields the product COC1=CC=C(C=C1)C1=C(OC=2N=CN=C(C21)OCCCCCC(=O)O)C2=CC=CC=C2 (6-{[5-(4-Methoxyphenyl)-6-phenylfuro[2,3-d]pyrimidin-4-yl]oxy}hexanoic acid). As a reaction SMILES: C([O:3][C:4](=[O:34])[CH2:5][CH2:6][CH2:7][CH2:8][CH2:9][O:10][C:11]1[C:12]2[C:19]([C:20]3[CH:25]=[CH:24][C:23]([O:26][CH3:27])=[CH:22][CH:21]=3)=[C:18]([C:28]3[CH:33]=[CH:32][CH:31]=[CH:30][CH:29]=3)[O:17][C:13]=2[N:14]=[CH:15][N:16]=1)C.[OH-].[Na+].Cl>C1COCC1>[CH3:27][O:26][C:23]1[CH:22]=[CH:21][C:20]([C:19]2[C:12]3[C:11]([O:10][CH2:9][CH2:8][CH2:7][CH2:6][CH2:5][C:4]([OH:34])=[O:3])=[N:16][CH:15]=[N:14][C:13]=3[O:17][C:18]=2[C:28]2[CH:29]=[CH:30][CH:31]=[CH:32][CH:33]=2)=[CH:25][CH:24]=1 |f:1.2|. Procedure: Dissolve 103 mg (0.224 mmol) 6-{[5-(4-methoxyphenyl)-6-phenylfuro[2,3-d]pyrimidin-4-yl]oxy}-hexanoic acid ethyl ester in 2 ml THF and, at RT, add 2.2 ml of 1 N sodium hydroxide solution. Stir the mixture overnight, then neutralize with 1 N hydrochloric acid and concentrate by vacuum evaporation. Purify the residue by preparative RP-HPLC. 23.2 mg (24% of theor.) of the target compound is obtained. Product: C=CCN1C(=O)C(=O)c2ccccc21. Reactants: O=C([O-])[O-], C=CCBr, [Cs+], [Cs+], O=C1Nc2ccccc2C1=O, CN(C)C=O. RXN SMILES: [C:12](=[O:13])([O-:14])[O-:15].[CH2:18]([CH:19]=[CH2:20])[Br:21].[Cs+:16].[Cs+:17].[O:1]=[C:2]1[NH:3][c:4]2[cH:5][cH:6][cH:7][cH:8][c:9]2[C:10]1=[O:11].[O:22]=[CH:23][N:24]([CH3:25])[CH3:26]>>[O:1]=[C:2]1[N:3]([CH2:20][CH:19]=[CH2:18])[c:4]2[cH:5][cH:6][cH:7][cH:8][c:9]2[C:10]1=[O:11]. The reactants are FC1=CC(=C(N)C=C1)C (4-fluoro-2-methylaniline), CC1N(CCC2=CC=CC=C12)C1=NC(=NC=2CCCCC12)Cl (4-(1-methyl-1,2,3,4-tetrahydroisoquinolin-2-yl)-2-chloro-5,6,7,8-tetrahydroquinazoline). The solvent is CN(C=O)C (dimethylformamide). Product: Cl.CC1=C(C=CC(=C1)F)NC1=NC=2CCCCC2C(=N1)N1C(C2=CC=CC=C2CC1)C (2-(2-Methyl-4-fluorophenylamino)-4-(1-methyl-1,2,3,4-tetrahydroisoquinolin-2-yl)-5,6,7,8-tetrahydroquinazoline hydrochloride). Isolated yield 55.1%. RXN SMILES: [F:1][C:2]1[CH:8]=[CH:7][C:5]([NH2:6])=[C:4]([CH3:9])[CH:3]=1.[CH3:10][CH:11]1[C:20]2[C:15](=[CH:16][CH:17]=[CH:18][CH:19]=2)[CH2:14][CH2:13][N:12]1[C:21]1[C:30]2[CH2:29][CH2:28][CH2:27][CH2:26][C:25]=2[N:24]=[C:23]([Cl:31])[N:22]=1>CN(C)C=O>[ClH:31].[CH3:9][C:4]1[CH:3]=[C:2]([F:1])[CH:8]=[CH:7][C:5]=1[NH:6][C:23]1[N:22]=[C:21]([N:12]2[CH2:13][CH2:14][C:15]3[C:20](=[CH:19][CH:18]=[CH:17][CH:16]=3)[CH:11]2[CH3:10])[C:30]2[CH2:29][CH2:28][CH2:27][CH2:26][C:25]=2[N:24]=1 |f:3.4|. Procedure: After 4-fluoro-2-methylaniline(0.60 ml, 5.4 mmol) was added to a mixture solution of 4-(1-methyl-1,2,3,4-tetrahydroisoquinolin-2-yl)-2-chloro-5,6,7,8-tetrahydroquinazoline(0.75 g, 2.40 mmol) and dimethylformamide(5 ml), 0.58 g of the titled compound was obtained in accordance with the same procedure as in Step 2 of Example 1.